Dataset: the Open Reaction Database (ORD), a public repository of structured organic reaction records. Task: describe an organic reaction: reactants, conditions, products, and yield Starting materials: COc1c(Br)cccc1Br, C1CCOC1, CCCCCCC=O, Cl. Yields the product CCCCCCC(O)c1cccc(Br)c1OC. RXN SMILES: [Br:1][c:2]1[c:3]([O:9][CH3:10])[c:4]([Br:8])[cH:5][cH:6][cH:7]1.[CH2:20]1[O:21][CH2:22][CH2:23][CH2:24]1.[CH:11]([CH2:12][CH2:13][CH2:14][CH2:15][CH2:16][CH3:17])=[O:18].[ClH:19]>>[c:2]1([CH:11]([CH2:12][CH2:13][CH2:14][CH2:15][CH2:16][CH3:17])[OH:18])[c:3]([O:9][CH3:10])[c:4]([Br:8])[cH:5][cH:6][cH:7]1. Procedure details: Corresponding to Example 3c, 900 mg of (5b) were reacted with 3-nitrophenylsulphonyl chloride. A solid was obtained (yield: 1.18 g). The product is ClC(C(=O)NC(CC(=O)OCC)C1=CC(=CC=C1)NS(=O)(=O)C1=CC(=CC=C1)[N+](=O)[O-])C1=CC=C(C=C1)Cl (Ethyl 3-(2,4-dichlorophenylacetylamino)-3-(3-[3-nitrophenylsulphonylamino]-phenyl)-propionate). Starting materials: NC=1C=C(C=CC1)C(CC(=O)OCC)NC(C(Cl)C1=CC=C(C=C1)Cl)=O (Ethyl 3-(3-aminophenyl)-3-(2,4-dichlorophenylacetylamino)-propionate), [N+](=O)([O-])C=1C=C(C=CC1)S(=O)(=O)Cl (3-nitrophenylsulphonyl chloride). RXN SMILES: [NH2:1][C:2]1[CH:3]=[C:4]([CH:8]([NH:15][C:16](=[O:26])[CH:17]([C:19]2[CH:24]=[CH:23][C:22]([Cl:25])=[CH:21][CH:20]=2)[Cl:18])[CH2:9][C:10]([O:12][CH2:13][CH3:14])=[O:11])[CH:5]=[CH:6][CH:7]=1.[N+:27]([C:30]1[CH:31]=[C:32]([S:36](Cl)(=[O:38])=[O:37])[CH:33]=[CH:34][CH:35]=1)([O-:29])=[O:28]>>[Cl:18][CH:17]([C:19]1[CH:20]=[CH:21][C:22]([Cl:25])=[CH:23][CH:24]=1)[C:16]([NH:15][CH:8]([C:4]1[CH:5]=[CH:6][CH:7]=[C:2]([NH:1][S:36]([C:32]2[CH:33]=[CH:34][CH:35]=[C:30]([N+:27]([O-:29])=[O:28])[CH:31]=2)(=[O:37])=[O:38])[CH:3]=1)[CH2:9][C:10]([O:12][CH2:13][CH3:14])=[O:11])=[O:26]. Reactants: CSc1ncc2c(n1)N1CCCC1CN(c1cccc(-c3nc(C(N)=O)co3)c1)C2=O, ClC(Cl)Cl, Cc1ccc(S(=O)(=O)Cl)cc1, c1ccncc1. Product: CSc1ncc2c(n1)N1CCCC1CN(c1cccc(-c3nc(C#N)co3)c1)C2=O. As a reaction SMILES: [CH3:1][S:2][c:3]1[n:4][cH:5][c:6]2[c:7]([n:31]1)[N:8]1[CH2:9][CH2:10][CH2:11][CH:12]1[CH2:13][N:14]([c:17]1[cH:18][c:19](-[c:23]3[o:24][cH:25][c:26]([C:28](=[O:29])[NH2:30])[n:27]3)[cH:20][cH:21][cH:22]1)[C:15]2=[O:16].[CH:43]([Cl:44])([Cl:45])[Cl:46].[c:32]1([CH3:33])[cH:34][cH:35][c:36]([S:37]([Cl:38])(=[O:39])=[O:40])[cH:41][cH:42]1.[cH:47]1[cH:48][cH:49][n:50][cH:51][cH:52]1>>[CH3:1][S:2][c:3]1[n:4][cH:5][c:6]2[c:7]([n:31]1)[N:8]1[CH2:9][CH2:10][CH2:11][CH:12]1[CH2:13][N:14]([c:17]1[cH:18][c:19](-[c:23]3[o:24][cH:25][c:26]([C:28]#[N:30])[n:27]3)[cH:20][cH:21][cH:22]1)[C:15]2=[O:16].